Dataset: the Open Reaction Database (ORD), a public repository of structured organic reaction records. Task: describe an organic reaction: reactants, conditions, products, and yield The reactants are CCN(C(C)C)C(C)C (n,n-diisopropylethylamine), C(C1=CC=CC=C1)S (benzyl mercaptan), BrC1=CC=C2C(=C(C=NC2=C1)[N+](=O)[O-])Cl (7-bromo-4-chloro-3-nitroquinoline), COC1=C(C=CC(=C1)C(F)(F)F)B(O)O ((2-methoxy-4-(trifluoromethyl)phenyl)boronic acid), C([O-])([O-])=O.[K+].[K+] (potassium carbonate). The reagents and catalysts are C=1C=CC(=CC1)/C=C/C(=O)/C=C/C2=CC=CC=C2.C=1C=CC(=CC1)/C=C/C(=O)/C=C/C2=CC=CC=C2.C=1C=CC(=CC1)/C=C/C(=O)/C=C/C2=CC=CC=C2.[Pd].[Pd] (Pd2(dba)3), CC1(C2=C(C(=CC=C2)P(C3=CC=CC=C3)C4=CC=CC=C4)OC5=C(C=CC=C51)P(C6=CC=CC=C6)C7=CC=CC=C7)C (Xantphos), C1=CC=C(C=C1)P([C-]2C=CC=C2)C3=CC=CC=C3.C1=CC=C(C=C1)P([C-]2C=CC=C2)C3=CC=CC=C3.Cl[Pd]Cl.[Fe+2] (PdCl2(dppf)). The solvent is CCOC(=O)C (EtOAc). Conditions: temperature 60 celsius. The product is C(C1=CC=CC=C1)SC1=CC=C2C(=C(C=NC2=C1)[N+](=O)[O-])C1=C(C=C(C=C1)C(F)(F)F)OC (7-(benzylthio)-4-(2-methoxy-4-(trifluoromethyl)phenyl)-3-nitroquinoline). Yield: 82.8%. RXN SMILES: Br[C:2]1[CH:11]=[C:10]2[C:5]([C:6](Cl)=[C:7]([N+:12]([O-:14])=[O:13])[CH:8]=[N:9]2)=[CH:4][CH:3]=1.[CH3:16][O:17][C:18]1[CH:23]=[C:22]([C:24]([F:27])([F:26])[F:25])[CH:21]=[CH:20][C:19]=1B(O)O.C(=O)([O-])[O-].[K+].[K+].CCN(C(C)C)C(C)C.[CH2:46]([SH:53])[C:47]1[CH:52]=[CH:51][CH:50]=[CH:49][CH:48]=1>CCOC(C)=O.C1C=CC(P(C2C=CC=CC=2)[C-]2C=CC=C2)=CC=1.C1C=CC(P(C2C=CC=CC=2)[C-]2C=CC=C2)=CC=1.Cl[Pd]Cl.[Fe+2].C1C=CC(/C=C/C(/C=C/C2C=CC=CC=2)=O)=CC=1.C1C=CC(/C=C/C(/C=C/C2C=CC=CC=2)=O)=CC=1.C1C=CC(/C=C/C(/C=C/C2C=CC=CC=2)=O)=CC=1.[Pd].[Pd].CC1(C)C2C(=C(P(C3C=CC=CC=3)C3C=CC=CC=3)C=CC=2)OC2C(P(C3C=CC=CC=3)C3C=CC=CC=3)=CC=CC1=2>[CH2:46]([S:53][C:2]1[CH:11]=[C:10]2[C:5]([C:6]([C:19]3[CH:20]=[CH:21][C:22]([C:24]([F:27])([F:26])[F:25])=[CH:23][C:18]=3[O:17][CH3:16])=[C:7]([N+:12]([O-:14])=[O:13])[CH:8]=[N:9]2)=[CH:4][CH:3]=1)[C:47]1[CH:52]=[CH:51][CH:50]=[CH:49][CH:48]=1 |f:2.3.4,8.9.10.11,12.13.14.15.16|. Reported procedure: A round-bottom flask was charged with 7-bromo-4-chloro-3-nitroquinoline (1.083 g, 3.77 mmol, from Capot Chemical, Zhejiang, China), (2-methoxy-4-(trifluoromethyl)phenyl)boronic acid (0.911 g, 4.14 mmol), potassium carbonate (1.562 g, 11.30 mmol), and PdCl2(dppf) (0.138 g, 0.188 mmol). The flask was flushed with Ar (g), then 1,4-dioxane (9.42 ml) and water (3.14 ml) were added. The flask was fitted with a reflux condenser and lowered into a 60° C. oil bath for 45 min. The mixture was diluted with... Reactants: CO, COC(=O)c1cccc(-n2c(C)cc(OCc3ccc(F)cc3F)c(Cl)c2=O)c1, Cl, [Na+], C1CCOC1, [OH-]. Product: Cc1cc(OCc2ccc(F)cc2F)c(Cl)c(=O)n1-c1cccc(C(=O)O)c1. RXN SMILES: [CH3:33][OH:34].[Cl:1][c:2]1[c:3](=[O:29])[n:4](-[c:19]2[cH:20][c:21]([C:22](=[O:23])[O:24][CH3:25])[cH:26][cH:27][cH:28]2)[c:5]([CH3:18])[cH:6][c:7]1[O:8][CH2:9][c:10]1[c:11]([F:17])[cH:12][c:13]([F:16])[cH:14][cH:15]1.[ClH:32].[Na+:31].[O:35]1[CH2:36][CH2:37][CH2:38][CH2:39]1.[OH-:30]>>[Cl:1][c:2]1[c:3](=[O:29])[n:4](-[c:19]2[cH:20][c:21]([C:22](=[O:23])[OH:24])[cH:26][cH:27][cH:28]2)[c:5]([CH3:18])[cH:6][c:7]1[O:8][CH2:9][c:10]1[c:11]([F:17])[cH:12][c:13]([F:16])[cH:14][cH:15]1.